From a dataset of the Open Reaction Database (ORD), a public repository of structured organic reaction records. describe an organic reaction: reactants, conditions, products, and yield The reactants are OCCCCC1=CCC(CC1)=O (4-(4-hydroxybutyl)-cyclohex-3-ene-1-one). Reagents/catalysts: [Pd] (palladium on carbon). Run in CC(=O)C (acetone). Reaction conditions: time 3 hour. Product: OCCCCC1CCC(CC1)=O (4-(4-hydroxybutyl)-cyclohexanone). As a reaction SMILES: [OH:1][CH2:2][CH2:3][CH2:4][CH2:5][C:6]1[CH2:11][CH2:10][C:9](=[O:12])[CH2:8][CH:7]=1>CC(C)=O.[Pd]>[OH:1][CH2:2][CH2:3][CH2:4][CH2:5][CH:6]1[CH2:7][CH2:8][C:9](=[O:12])[CH2:10][CH2:11]1. Procedure: To a solution of 4.63 g of 4-(4-hydroxybutyl)-cyclohex-3-ene-1-one in 130 ml acetone is added 0.46 g of 10% palladium on carbon and the suspension is then hydrogenated at 3 atmospheres (=3.04 bar) pressure for 3 h. The catalyst is evaporated to dryness to give 4-(4-hydroxybutyl)-cyclohexanone as an oil.